Dataset: the Open Reaction Database (ORD), a public repository of structured organic reaction records. Task: describe an organic reaction: reactants, conditions, products, and yield Conditions: time 15 minute. Reactants: P(=O)(O)(O)[O-].[Na+] (sodium dihydrogenphosphate), FC(C1=CC=C(O1)C=O)(F)F (5-trifluoromethyl-2-furancarboxaldehyde), C(Cl)Cl (methylene chloride), C(#C)[Mg]Br (ethynylmagnesium bromide), solution. RXN SMILES: [F:1][C:2]([F:11])([F:10])[C:3]1[O:7][C:6]([CH:8]=[O:9])=[CH:5][CH:4]=1.C(Cl)Cl.[C:15]([Mg]Br)#[CH:16].P([O-])(O)(O)=O.[Na+]>O1CCCC1>[F:11][C:2]([F:10])([F:1])[C:3]1[O:7][C:6]([CH:8]([OH:9])[C:15]#[CH:16])=[CH:5][CH:4]=1 |f:3.4|. The product is FC(C1=CC=C(O1)C(C#C)O)(F)F (1-(5-trifluoromethyl-2-furyl)-2-propynol). The solvent is O1CCCC1 (tetrahydrofuran). Reported procedure: The mixture of approximately 1.78 g of the product of Stage D and approximately 20 ml of methylene chloride was cooled to +5° C. and 27 ml of ethynylmagnesium bromide as a 0.5M solution in tetrahydrofuran were added over 15 minutes. The mixture was stirred for 15 minutes at +5° C., poured into an aqueous sodium dihydrogenphosphate solution and extracted with methylene chloride. The extract was dried, the solvent was evaporated at 30° C. and the residue was chromatographed on silica (eluent: meth... Reactants: CC(O)C(=O)OCc1ccccc1, C=CCON, ClCCl, O=S(=O)(OS(=O)(=O)C(F)(F)F)C(F)(F)F, [Na+], O=C([O-])O, Cc1cccc(C)n1. Yields the product C=CCONC(C)C(=O)OCc1ccccc1. Reaction SMILES: [C:16]([CH:17]([OH:18])[CH3:19])(=[O:20])[O:21][CH2:22][c:23]1[cH:24][cH:25][cH:26][cH:27][cH:28]1.[CH2:37]([CH:38]=[CH2:39])[O:40][NH2:41].[Cl:47][CH2:48][Cl:49].[F:1][C:2]([S:3]([O:4][S:5]([C:6]([F:7])([F:8])[F:9])(=[O:10])=[O:11])(=[O:12])=[O:13])([F:14])[F:15].[Na+:46].[O-:42][C:43]([OH:44])=[O:45].[n:29]1[c:30]([CH3:31])[cH:32][cH:33][cH:34][c:35]1[CH3:36]>>[C:16]([CH:17]([CH3:19])[NH:41][O:40][CH2:37][CH:38]=[CH2:39])(=[O:20])[O:21][CH2:22][c:23]1[cH:24][cH:25][cH:26][cH:27][cH:28]1.